From a dataset of the Open Reaction Database (ORD), a public repository of structured organic reaction records. describe an organic reaction: reactants, conditions, products, and yield Starting materials: ClC1=NC(=NC=C1)N1CCN(CC1)C(=O)OC(C)(C)C (tert-Butyl 4-(4-chloropyrimidin-2-yl)piperazine-1-carboxylate), C1(=CC=CC=C1)B(O)O (phenylboronic acid), P(=O)([O-])([O-])[O-].[K+].[K+].[K+] (Potassium phosphate). Reagents/catalysts: C1(=CC=CC=C1)P(C1=CC=CC=2C(C3=CC=CC(=C3OC12)P(C1=CC=CC=C1)C1=CC=CC=C1)(C)C)C1=CC=CC=C1 (4,5-bis(diphenylphosphino)-9,9-dimethylxanthene), C=1C=CC(=CC1)/C=C/C(=O)/C=C/C2=CC=CC=C2.C=1C=CC(=CC1)/C=C/C(=O)/C=C/C2=CC=CC=C2.C=1C=CC(=CC1)/C=C/C(=O)/C=C/C2=CC=CC=C2.[Pd].[Pd] (Pd2(dba)3). Solvent: CCOC(=O)C (EtOAc), C1(=CC=CC=C1)C (toluene). Reaction conditions: temperature 115 celsius. Yields the product C1(=CC=CC=C1)C1=NC(=NC=C1)N1CCN(CC1)C(=O)OC(C)(C)C (tert-butyl 4-(4-phenylpyrimidin-2-yl)piperazine-1-carboxylate). Isolated yield 73.4%. RXN SMILES: Cl[C:2]1[CH:7]=[CH:6][N:5]=[C:4]([N:8]2[CH2:13][CH2:12][N:11]([C:14]([O:16][C:17]([CH3:20])([CH3:19])[CH3:18])=[O:15])[CH2:10][CH2:9]2)[N:3]=1.[C:21]1(B(O)O)[CH:26]=[CH:25][CH:24]=[CH:23][CH:22]=1.P([O-])([O-])([O-])=O.[K+].[K+].[K+]>C1(C)C=CC=CC=1.CCOC(C)=O.C1C=CC(/C=C/C(/C=C/C2C=CC=CC=2)=O)=CC=1.C1C=CC(/C=C/C(/C=C/C2C=CC=CC=2)=O)=CC=1.C1C=CC(/C=C/C(/C=C/C2C=CC=CC=2)=O)=CC=1.[Pd].[Pd].C1(P(C2C=CC=CC=2)C2C3OC4C(=CC=CC=4P(C4C=CC=CC=4)C4C=CC=CC=4)C(C)(C)C=3C=CC=2)C=CC=CC=1>[C:21]1([C:2]2[CH:7]=[CH:6][N:5]=[C:4]([N:8]3[CH2:13][CH2:12][N:11]([C:14]([O:16][C:17]([CH3:20])([CH3:19])[CH3:18])=[O:15])[CH2:10][CH2:9]3)[N:3]=2)[CH:26]=[CH:25][CH:24]=[CH:23][CH:22]=1 |f:2.3.4.5,8.9.10.11.12|. Procedure details: tert-Butyl 4-(4-chloropyrimidin-2-yl)piperazine-1-carboxylate (300 mg, 1.0 mmol) and phenylboronic acid (183 mg, 1.5 mmol) were dissolved in toluene (10 mL) and the solution was purged with argon for 10 min. Potassium phosphate (426 mg, 2.0 mmol) was added to the reaction mixture, followed by a catalytic amount of Pd2(dba)3 (9 mg, 0.01 mmol) and 4,5-bis(diphenylphosphino)-9,9-dimethylxanthene (23 mg, 0.04 mmol). The reaction mixture was then heated to 115° C. for 10 h, cooled to room temperature... Reactants: OC1=C(C=CC(=C1)CNC=C1C(NC(C2=CC=C(C=C12)I)=O)=O)C1=CC=CC=C1 (4-{[(2-Hydroxy-biphenyl-4-ylmethyl)-amino]-methylene}-6-iodo-4H-isoquinoline-1,3-dione), IC=1C=C2C(C(NC(C2=CC1)=O)=O)=COC (6-iodo-4-methoxymethylene-4H-isoquinoline-1,3-dione), NCC=1C=CC(=C(C1)O)C1=NC=CC=C1 (5-Aminomethyl-2-pyridin-2-yl-phenol). Yields the product OC=1C=C(CNC=C2C(NC(C3=CC=C(C=C23)I)=O)=O)C=CC1C=1C=NC=CC1 (4-[(3-Hydroxy-4-pyridin-3-yl-benzylamino)-methylene]-6-iodo-4H-isoquinoline-1,3-dione). Yield: 76.0%. Reaction SMILES: OC1C=C([CH2:8][NH:9][CH:10]=[C:11]2[C:20]3[C:15](=[CH:16][CH:17]=[C:18]([I:21])[CH:19]=3)[C:14](=[O:22])[NH:13][C:12]2=[O:23])C=CC=1C1C=CC=CC=1.IC1C=C2C(=CC=1)C(=O)[NH:36][C:35](=O)C2=COC.NC[C:48]1[CH:49]=[CH:50][C:51]([C:55]2[CH:60]=[CH:59][CH:58]=CN=2)=[C:52]([OH:54])[CH:53]=1>>[OH:54][C:52]1[CH:53]=[C:48]([CH:49]=[CH:50][C:51]=1[C:55]1[CH:35]=[N:36][CH:58]=[CH:59][CH:60]=1)[CH2:8][NH:9][CH:10]=[C:11]1[C:20]2[C:15](=[CH:16][CH:17]=[C:18]([I:21])[CH:19]=2)[C:14](=[O:22])[NH:13][C:12]1=[O:23]. Reported procedure: Following the same procedure for the preparation of 4-{[(2-Hydroxy-biphenyl-4-ylmethyl)-amino]-methylene}-6-iodo-4H-isoquinoline-1,3-dione, the title compound is prepared from 6-iodo-4-methoxymethylene-4H-isoquinoline-1,3-dione (50 mg, 0.15 mmol) and 5-Aminomethyl-2-pyridin-2-yl-phenol (53 mg, 0.27 mmol) in 76% yield: MS (ESI): 498.0 (M+1)+1. The reactants are C(C1=CC=CC=C1)N=C=S (Benzylisothiocyanate), C(C)OCC (diethyl ether), C(C1=CC=CC=C1)C1=C(C=CC=C1)N=C=O (2-benzylphenyl-isocyanate), SO2Cl2. Yields the product C(C1=CC=CC=C1)N1C(N(SC1=O)C1=C(C=CC=C1)CC1=CC=CC=C1)=O (4-Benzyl-2-(2-benzyl-phenyl)-[1,2,4]thiadiazolidine-3,5-dione). As a reaction SMILES: [CH2:1]([N:8]=[C:9]=[S:10])[C:2]1[CH:7]=[CH:6][CH:5]=[CH:4][CH:3]=1.[CH2:11]([C:18]1[CH:23]=[CH:22][CH:21]=[CH:20][C:19]=1[N:24]=[C:25]=[O:26])[C:12]1[CH:17]=[CH:16][CH:15]=[CH:14][CH:13]=1.C([O:29]CC)C>>[CH2:1]([N:8]1[C:9](=[O:29])[S:10][N:24]([C:19]2[CH:20]=[CH:21][CH:22]=[CH:23][C:18]=2[CH2:11][C:12]2[CH:13]=[CH:14][CH:15]=[CH:16][CH:17]=2)[C:25]1=[O:26])[C:2]1[CH:7]=[CH:6][CH:5]=[CH:4][CH:3]=1. Reported procedure: Reagents: Benzylisothiocyanate (6.5 mmol, 0.85 mL), 2-benzylphenyl-isocyanate (6.5 mmol, 0.82 mL) and SO2Cl2 (6.5 mmol, 0.5 mL) in diethyl ether (25 mL). Isolation: filtration of reaction mixture. Purification: recrystallization from EtOH The reactants are C(C)(C)(C)C=1C=C(C=C(C1O)C(C)(C)C)C(CCC(=O)OC)=O (methyl 4-(3,5-di-tert-butyl-4-hydroxyphenyl)-4-oxo-butanoate), NN (hydrazine), CCCCCC.C(C)(=O)OCC (hexane ethyl acetate). The solvent is C(C)O (ethanol). Product: C(C)(C)(C)C=1C=C(C=C(C1O)C(C)(C)C)C=1CCC(NN1)=O (6-(3,5-Di-tert-butyl-4-hydroxyphenyl)-4,5-dihydro-3(2H)-pyridazinone). Isolated yield 85.0%. As a reaction SMILES: [C:1]([C:5]1[CH:6]=[C:7]([C:16](=O)[CH2:17][CH2:18][C:19]([O:21]C)=O)[CH:8]=[C:9]([C:12]([CH3:15])([CH3:14])[CH3:13])[C:10]=1[OH:11])([CH3:4])([CH3:3])[CH3:2].[NH2:24][NH2:25].CCCCCC.C(OCC)(=O)C>C(O)C>[C:1]([C:5]1[CH:6]=[C:7]([C:16]2[CH2:17][CH2:18][C:19](=[O:21])[NH:24][N:25]=2)[CH:8]=[C:9]([C:12]([CH3:15])([CH3:14])[CH3:13])[C:10]=1[OH:11])([CH3:4])([CH3:3])[CH3:2] |f:2.3|. Reported procedure: A mixture of 22 g (0.07 mol) methyl 4-(3,5-di-tert-butyl-4-hydroxyphenyl)-4-oxo-butanoate and 6.8 g (0.18 mol) of 85% aqueous hydrazine in 250 ml of ethanol is heated under reflux. The reaction is considered complete by the disappearance of the starting material as indicated by TLC analysis (silica gel; 7/3: hexane/ethyl acetate). Upon cooling the reaction mixture, 18.0 g (85% yield) of white crystals are collected by filtration: mp 200°-203° C.; IR (CH2Cl2) 3640, 3420, 3250 and 1680 cm-1.